This data is from the Open Reaction Database (ORD), a public repository of structured organic reaction records. The task is: describe an organic reaction: reactants, conditions, products, and yield The reactants are CCOC(=O)CC#N, CC(=O)O, O=C(c1ccc(F)cc1)c1ccc(F)cc1, NCCC(=O)O, c1ccccc1. Product: CCOC(=O)C(C#N)=C(c1ccc(F)cc1)c1ccc(F)cc1. As a reaction SMILES: [C:17](#[N:18])[CH2:19][C:20](=[O:21])[O:22][CH2:23][CH3:24].[CH3:37][C:38](=[O:39])[OH:40].[F:1][c:2]1[cH:3][cH:4][c:5]([C:6](=[O:7])[c:8]2[cH:9][cH:10][c:11]([F:14])[cH:12][cH:13]2)[cH:15][cH:16]1.[NH2:31][CH2:32][CH2:33][C:34]([OH:35])=[O:36].[cH:25]1[cH:26][cH:27][cH:28][cH:29][cH:30]1>>[F:1][c:2]1[cH:3][cH:4][c:5]([C:6]([c:8]2[cH:9][cH:10][c:11]([F:14])[cH:12][cH:13]2)=[C:19]([C:17]#[N:18])[C:20](=[O:21])[O:22][CH2:23][CH3:24])[cH:15][cH:16]1. The reactants are C(C#C)[Si](C)(C)C (propargyltrimethylsilane), C(Cl)[C@H]1CO1 ((R)-epichlorohydrine), [Li]CCCC (nBuLi), [Al](C)(C)Cl (Me2AlCl), Li acetylide. Run in C1(=CC=CC=C1)C (toluene), C1(=CC=CC=C1)C (toluene). Run at time 24 hour. Yields the product ClC[C@@H](CC#CC[Si](C)(C)C)O ((R)-1-chloro-6-trimethylsilanyl-hex-4-yn-2-ol). Isolated yield 66.6%. Reaction SMILES: [CH2:1]([Si:4]([CH3:7])([CH3:6])[CH3:5])[C:2]#[CH:3].[Li]CCCC.[Al](Cl)(C)C.[CH2:17]([C@@H:19]1[O:21][CH2:20]1)[Cl:18]>C1(C)C=CC=CC=1>[Cl:18][CH2:17][C@H:19]([OH:21])[CH2:20][C:3]#[C:2][CH2:1][Si:4]([CH3:7])([CH3:6])[CH3:5]. Procedure: 14.11 g (126 mmol) of propargyltrimethylsilane was dissolved in 125 ml of abs. toluene and cooled to -17°. 81.1 ml of nBuLi (1.55M, hexane) was slowly added while keeping the temperature below -5°. 5 Minutes later, 126 ml of Me2AlCl (1M, hexane) was added to this solution of the Li-acetylide. The temperature was then lowered to -45° and 6.90 ml of (R)-epichlorohydrine (88 mmol), dissolved in 50 ml of toluene, was added. The cooling bath was then removed and the reaction mixture allowed to reach ... Reaction SMILES: [CH2:1]([c:2]1[cH:3][cH:4][cH:5][cH:6][cH:7]1)[O:8][C:9](=[O:10])[C:11]1=[C:12]([CH2:27][O:28][CH3:29])[N:13]=[C:14]([O:25][CH3:26])[NH:15][CH:16]1[c:17]1[cH:18][c:19]([F:24])[c:20]([F:23])[cH:21][cH:22]1.[Cl:36][C:37](=[O:38])[O:39][c:40]1[cH:41][cH:42][c:43]([N+:46](=[O:47])[O-:48])[cH:44][cH:45]1.[Cl:49][CH2:50][Cl:51].[cH:30]1[cH:31][cH:32][n:33][cH:34][cH:35]1>>[CH2:1]([c:2]1[cH:3][cH:4][cH:5][cH:6][cH:7]1)[O:8][C:9](=[O:10])[C:11]1=[C:12]([CH2:27][O:28][CH3:29])[N:13]=[C:14]([O:25][CH3:26])[N:15]([C:37](=[O:38])[O:39][c:40]2[cH:41][cH:42][c:43]([N+:46](=[O:47])[O-:48])[cH:44][cH:45]2)[CH:16]1[c:17]1[cH:18][c:19]([F:24])[c:20]([F:23])[cH:21][cH:22]1. Starting materials: COCC1=C(C(=O)OCc2ccccc2)C(c2ccc(F)c(F)c2)NC(OC)=N1, O=C(Cl)Oc1ccc([N+](=O)[O-])cc1, ClCCl, c1ccncc1. Product: COCC1=C(C(=O)OCc2ccccc2)C(c2ccc(F)c(F)c2)N(C(=O)Oc2ccc([N+](=O)[O-])cc2)C(OC)=N1. The reactants are CCI, CN(C)C=O, Cl, [H-], [Na+], c1ccc2c(c1)OCC(c1nc3ccccc3[nH]1)O2, O. Product: Cl, CCn1c(C2COc3ccccc3O2)nc2ccccc21. As a reaction SMILES: [CH2:23]([CH3:24])[I:25].[CH3:26][N:27]([CH3:28])[CH:29]=[O:30].[ClH:1].[H-:21].[Na+:22].[O:2]1[CH:3]([c:12]2[nH:13][c:14]3[c:15]([n:16]2)[cH:17][cH:18][cH:19][cH:20]3)[CH2:4][O:5][c:6]2[c:7]1[cH:8][cH:9][cH:10][cH:11]2.[OH2:31]>>[ClH:1].[O:2]1[CH:3]([c:12]2[n:13][c:14]3[c:15]([n:16]2[CH2:23][CH3:24])[cH:17][cH:18][cH:19][cH:20]3)[CH2:4][O:5][c:6]2[c:7]1[cH:8][cH:9][cH:10][cH:11]2.